This data is from the Open Reaction Database (ORD), a public repository of structured organic reaction records. The task is: describe an organic reaction: reactants, conditions, products, and yield Starting materials: CC(C)(C)OC(=O)N1CCCC(NC(=O)c2ccccc2)C1, ClCCl, N, O=C(O)C(F)(F)F. Product: O=C(NC1CCCNC1)c1ccccc1. Reaction SMILES: [C:1]([c:2]1[cH:3][cH:4][cH:5][cH:6][cH:7]1)(=[O:8])[NH:9][CH:10]1[CH2:11][N:12]([C:16]([O:17][C:18]([CH3:19])([CH3:20])[CH3:21])=[O:22])[CH2:13][CH2:14][CH2:15]1.[Cl:31][CH2:32][Cl:33].[NH3:30].[OH:23][C:24]([C:25]([F:26])([F:27])[F:28])=[O:29]>>[C:1]([c:2]1[cH:3][cH:4][cH:5][cH:6][cH:7]1)(=[O:8])[NH:9][CH:10]1[CH2:11][NH:12][CH2:13][CH2:14][CH2:15]1. The reactants are NC1=NC=C(C=C1)SC1=CC=CC=C1 (2-amino-5-(phenylthio) pyridine), N(=O)[O-].[Na+] (sodium nitrite), [OH-].[Na+] (sodium hydroxide), Cl (hydrochloric acid), resultant suspension. The solvent is O (water). Conditions: temperature -5 celsius. The product is ClC1=NC=C(C=C1)SC1=CC=CC=C1 (2-chloro-5-(phenylthio) pyridine). As a reaction SMILES: N[C:2]1[CH:7]=[CH:6][C:5]([S:8][C:9]2[CH:14]=[CH:13][CH:12]=[CH:11][CH:10]=2)=[CH:4][N:3]=1.[ClH:15].N([O-])=O.[Na+].[OH-].[Na+]>O>[Cl:15][C:2]1[CH:7]=[CH:6][C:5]([S:8][C:9]2[CH:14]=[CH:13][CH:12]=[CH:11][CH:10]=2)=[CH:4][N:3]=1 |f:2.3,4.5|. Procedure: Alternatively, 2-amino-5-(phenylthio) pyridine (30 g., 0.15 moles) is added portionwise to 30 ml. of concentrated hydrochloric acid at 0°. The resultant suspension is cooled to -15° C and 20.7 g. of sodium nitrite in 40 ml. of water is added dropwise while keeping the temperature at -15° to -10° C. After stirring for an additional hour at -5° C, an aqueous 30% sodium hydroxide solution is slowly added to pH7 while not allowing the temperature to exceed 0° C. The resultant mixture is extracted wi... The reactants are [H-].[H-].[H-].[H-].[Al+3].[Li+] (lithium aluminium tetrahydride), CN1N=C(C=C1NC(CCN1CCN(CC1)C1=C(C=CC=C1)OC)=O)C (1,3-dimethyl-5-{3-[4-(2-methoxyphenyl) -1-piperazinyl]-propionamido}-1H-pyrazole). Solvent: O1CCCC1 (tetrahydrofuran), O1CCCC1 (tetrahydrofuran). The product is CN1N=C(C=C1NCCCN1CCN(CC1)C1=C(C=CC=C1)OC)C (1,3-dimethyl-5-{3-[4-(2-methoxyphenyl)-1-piperazinyl]-propylamino}-1H-pyrazole). As a reaction SMILES: [H-].[H-].[H-].[H-].[Al+3].[Li+].[CH3:7][N:8]1[C:12]([NH:13][C:14](=O)[CH2:15][CH2:16][N:17]2[CH2:22][CH2:21][N:20]([C:23]3[CH:28]=[CH:27][CH:26]=[CH:25][C:24]=3[O:29][CH3:30])[CH2:19][CH2:18]2)=[CH:11][C:10]([CH3:32])=[N:9]1>O1CCCC1>[CH3:7][N:8]1[C:12]([NH:13][CH2:14][CH2:15][CH2:16][N:17]2[CH2:22][CH2:21][N:20]([C:23]3[CH:28]=[CH:27][CH:26]=[CH:25][C:24]=3[O:29][CH3:30])[CH2:19][CH2:18]2)=[CH:11][C:10]([CH3:32])=[N:9]1 |f:0.1.2.3.4.5|. Procedure: 0.5 g (13 mmol) of lithium aluminium tetrahydride are suspended in 100 ml of tetrahydrofuran and a solution of 3.9 g (11 mmol) of 1,3-dimethyl-5-{3-[4-(2-methoxyphenyl) -1-piperazinyl]-propionamido}-1H-pyrazole in 50 ml of tetrahydrofuran is added dropwise in the course of 30 minutes. The mixture is kept at ambient temperature during the addition and is then refluxed for 3 hours. The excess lithium aluminium hydride is destroyed, the insoluble inorganic fraction is filtered off, the tetrahydrofu... The reactants are BrC=1SC=CC1C(=O)O (2-Bromothiophene-3-carboxylic acid), CO (MeOH), O=S(Cl)Cl (SOCl2). Conditions: time 2 day. The product is COC(=O)C1=C(SC=C1)Br (2-bromothiophene-3-carboxylic acid methyl ester). As a reaction SMILES: [Br:1][C:2]1[S:3][CH:4]=[CH:5][C:6]=1[C:7]([OH:9])=[O:8].O=S(Cl)Cl.[CH3:14]O>>[CH3:14][O:8][C:7]([C:6]1[CH:5]=[CH:4][S:3][C:2]=1[Br:1])=[O:9]. Reported procedure: 2-Bromothiophene-3-carboxylic acid (5.0 g, 24 mmol, 1 eq.) was dissolved in MeOH (100 mL) and the mixture was degassed and purged with nitrogen (2×). SOCl2 (15 mL, 0.2 mol, 8.3 eq.) was added dropwise and the resulting mixture was stirred for two days at room temperature. The mixture was then concentrated and DCM (150 mL) was added. Saturated NaHCO3 (20 mL) was added, and the resulting mixture was stirred at room temperature for 15 minutes. The organic layer was washed with saturated NaHCO3 (20 ... Starting materials: CC(C)(C)OC(=O)n1nc(CBr)c2ccc(F)nc21, O=C([O-])[O-], N#Cc1cc(Cl)cc(Oc2cc(O)ccc2Cl)c1, CC(C)(C)OC(=O)n1nc(COc2ccc(Cl)c(Oc3cc(Cl)cc(C#N)c3)c2)c2ccc(F)nc21, [Cs+], [Cs+], O=C(O)C(F)(F)F. The product is N#Cc1cc(Cl)cc(Oc2cc(OCc3n[nH]c4nc(F)ccc34)ccc2Cl)c1. Reaction SMILES: [Br:25][CH2:26][c:27]1[c:28]2[c:29]([n:30][c:31]([F:32])[cH:33][cH:34]2)[n:35]([C:36]([O:37][C:38]([CH3:39])([CH3:40])[CH3:41])=[O:42])[n:43]1.[C:19](=[O:20])([O-:21])[O-:22].[Cl:1][c:2]1[cH:3][c:4]([C:17]#[N:18])[cH:5][c:6]([O:7][c:8]2[cH:9][c:10]([OH:11])[cH:12][cH:13][c:14]2[Cl:15])[cH:16]1.[Cl:44][c:45]1[cH:46][c:47]([C:48]#[N:49])[cH:50][c:51]([O:53][c:54]2[c:55]([Cl:79])[cH:56][cH:57][c:58]([O:60][CH2:61][c:62]3[n:63][n:64]([C:72]([O:73][C:74]([CH3:75])([CH3:76])[CH3:77])=[O:78])[c:65]4[n:66][c:67]([F:71])[cH:68][cH:69][c:70]34)[cH:59]2)[cH:52]1.[Cs+:23].[Cs+:24].[F:80][C:81]([F:82])([F:83])[C:84]([OH:85])=[O:86]>>[Cl:44][c:45]1[cH:46][c:47]([C:48]#[N:49])[cH:50][c:51]([O:53][c:54]2[c:55]([Cl:79])[cH:56][cH:57][c:58]([O:60][CH2:61][c:62]3[n:63][nH:64][c:65]4[n:66][c:67]([F:71])[cH:68][cH:69][c:70]34)[cH:59]2)[cH:52]1. The reactants are C([O-])([O-])=O.[Cs+].[Cs+] (cesium carbonate), BrC=1C=CC(=C(C#N)C1)F (5-bromo-2-fluorobenzonitrile), N1(CCNCC1)C(=O)OC(C)(C)C (t-butyl 1-piperazine carboxylate), C1(=CC=CC=C1)P(C1=C(C2=CC=CC=C2C=C1)C1=C(C=CC2=CC=CC=C12)P(C1=CC=CC=C1)C1=CC=CC=C1)C1=CC=CC=C1 (2,2′-bis (diphenylphosphino)-1,1′-binaphthyl). Reagents/catalysts: [Pd].[Pd].C(C1=CC=CC=C1)=CC(=O)C=CC1=CC=CC=C1.C(C1=CC=CC=C1)=CC(=O)C=CC1=CC=CC=C1.C(C1=CC=CC=C1)=CC(=O)C=CC1=CC=CC=C1 (tris (dibenzylideneacetone) dipalladium). The solvent is C1(=CC=CC=C1)C (toluene). Reaction conditions: temperature 80 celsius, time 10 minute. Yields the product C(#N)C=1C=C(C=CC1F)N1CCN(CC1)C(=O)OC(C)(C)C (t-Butyl 4-(3-cyano-4-fluorophenyl)-1-piperazinecarboxylate). As a reaction SMILES: C1(P(C2C=CC=CC=2)C2C=CC3C(=CC=CC=3)C=2C2C3C(=CC=CC=3)C=CC=2P(C2C=CC=CC=2)C2C=CC=CC=2)C=CC=CC=1.C(=O)([O-])[O-].[Cs+].[Cs+].Br[C:54]1[CH:55]=[CH:56][C:57]([F:62])=[C:58]([CH:61]=1)[C:59]#[N:60].[N:63]1([C:69]([O:71][C:72]([CH3:75])([CH3:74])[CH3:73])=[O:70])[CH2:68][CH2:67][NH:66][CH2:65][CH2:64]1>C1(C)C=CC=CC=1.[Pd].[Pd].C(=CC(C=CC1C=CC=CC=1)=O)C1C=CC=CC=1.C(=CC(C=CC1C=CC=CC=1)=O)C1C=CC=CC=1.C(=CC(C=CC1C=CC=CC=1)=O)C1C=CC=CC=1>[C:59]([C:58]1[CH:61]=[C:54]([N:66]2[CH2:65][CH2:64][N:63]([C:69]([O:71][C:72]([CH3:75])([CH3:74])[CH3:73])=[O:70])[CH2:68][CH2:67]2)[CH:55]=[CH:56][C:57]=1[F:62])#[N:60] |f:1.2.3,7.8.9.10.11|. Reported procedure: 1.24 g of 2,2′-bis (diphenylphosphino)-1,1′-binaphthyl and 229 mg of tris (dibenzylideneacetone) dipalladium were dissolved in toluene and stirred at 80° C. for 10 minutes. The reaction mixture was returned to room temperature, and 2.28 g cesium carbonate, 1.0 g 5-bromo-2-fluorobenzonitrile and 1.09 g t-butyl 1-piperazine carboxylate were added thereto and stirred at 80° C. for 12 hours. The reaction solution was purified by silica gel column chromatography to give the title compound.